From a dataset of the Open Reaction Database (ORD), a public repository of structured organic reaction records. describe an organic reaction: reactants, conditions, products, and yield The product is FC(C(=O)O)(F)F.N[C@@H]1C(N(CCCC1)C1=CC(=CC=C1)OC)=O ((S)-3-Amino-1-(3-methoxyphenyl)azepan-2-one trifluoroacetate). As a reaction SMILES: [F:1][C:2]([F:7])([F:6])[C:3]([OH:5])=[O:4].[NH2:8][C@H:9]1[CH2:15][CH2:14][CH2:13][CH2:12][N:11]([C:16]2[CH:21]=[CH:20][CH:19]=[CH:18][C:17]=2OC)[C:10]1=[O:24].C(NC1C=CC=[C:31]([O:35]C)C=1)C=C>>[F:1][C:2]([F:7])([F:6])[C:3]([OH:5])=[O:4].[NH2:8][C@H:9]1[CH2:15][CH2:14][CH2:13][CH2:12][N:11]([C:16]2[CH:17]=[CH:18][CH:19]=[C:20]([O:35][CH3:31])[CH:21]=2)[C:10]1=[O:24] |f:0.1,3.4|. Reported procedure: (S)-3-Amino-1-(3-methoxyphenyl)azepan-2-one trifluoroacetate (143 mg, 0.411 mmol) was synthesized as described for the preparation of Intermediate 62 using N-allyl-3-methoxyaniline in step A. Reactants: FC(C(=O)O)(F)F.N[C@@H]1C(N(CCCC1)C1=C(C=CC=C1)OC)=O ((S)-3-Amino-1-(2-methoxyphenyl)azepan-2-one trifluoroacetate), C(C=C)NC1=CC(=CC=C1)OC (N-allyl-3-methoxyaniline). The reactants are BrCC1=C(C(N=C(N1)C=1SC=CN1)C1=C(C=C(C=C1)Cl)Cl)C(=O)OCC (Ethyl 6-(bromomethyl)-4-(2,4-dichlorophenyl)-2-(thiazol-2-yl)-1,4-dihydropyrimidine-5-carboxylate), Cl.N1C(COCC1)CC(=O)O (2-(morpholin-3-yl)acetic acid hydrochloride). Yields the product ClC1=C(C=CC(=C1)Cl)C1C(=C(NC(=N1)C=1SC=CN1)CN1C(COCC1)CC(=O)O)C(=O)OCC (2-(4-((6-(2,4-dichlorophenyl)-5-(ethoxycarbonyl)-2-(thiazol-2-yl)-3,6-dihydropyrimidin-4-yl)methyl)morpholin-3-yl)acetic acid). The yield is 60.8%. RXN SMILES: Br[CH2:2][C:3]1[NH:8][C:7]([C:9]2[S:10][CH:11]=[CH:12][N:13]=2)=[N:6][CH:5]([C:14]2[CH:19]=[CH:18][C:17]([Cl:20])=[CH:16][C:15]=2[Cl:21])[C:4]=1[C:22]([O:24][CH2:25][CH3:26])=[O:23].Cl.[NH:28]1[CH2:33][CH2:32][O:31][CH2:30][CH:29]1[CH2:34][C:35]([OH:37])=[O:36]>>[Cl:21][C:15]1[CH:16]=[C:17]([Cl:20])[CH:18]=[CH:19][C:14]=1[CH:5]1[N:6]=[C:7]([C:9]2[S:10][CH:11]=[CH:12][N:13]=2)[NH:8][C:3]([CH2:2][N:28]2[CH2:33][CH2:32][O:31][CH2:30][CH:29]2[CH2:34][C:35]([OH:37])=[O:36])=[C:4]1[C:22]([O:24][CH2:25][CH3:26])=[O:23] |f:1.2|. Procedure details: Ethyl 6-(bromomethyl)-4-(2,4-dichlorophenyl)-2-(thiazol-2-yl)-1,4-dihydropyrimidine-5-carboxylate (0.29 g, 0.61 mmol) was reacted with 2-(morpholin-3-yl)acetic acid hydrochloride (0.11 g, 0.61 mmol) according to the procedure as described in Example 1, Step C to give the title compound as a light yellow solid (0.2 g, 60%). The compound was characterized by the following spectroscopic data: The reactants are C1(=CC=CC=C1)C1=CC=C(O1)C(=O)O (5-Phenyl-furan-2-carboxylic acid), COC(=O)C1=CC2=CC=C(C=C2C=C1)N (6-amino-naphthalene-2-carboxylic acid methyl ester). The product is COC(=O)C1=CC2=CC=C(C=C2C=C1)NC(=O)C=1OC(=CC1)C1=CC=CC=C1 (6-[(5-Phenyl-furan-2-carbonyl)-amino]-naphthalene-2-carboxylic acid methyl ester). RXN SMILES: [C:1]1([C:7]2[O:11][C:10]([C:12]([OH:14])=O)=[CH:9][CH:8]=2)[CH:6]=[CH:5][CH:4]=[CH:3][CH:2]=1.[CH3:15][O:16][C:17]([C:19]1[CH:28]=[CH:27][C:26]2[C:21](=[CH:22][CH:23]=[C:24]([NH2:29])[CH:25]=2)[CH:20]=1)=[O:18]>>[CH3:15][O:16][C:17]([C:19]1[CH:28]=[CH:27][C:26]2[C:21](=[CH:22][CH:23]=[C:24]([NH:29][C:12]([C:10]3[O:11][C:7]([C:1]4[CH:2]=[CH:3][CH:4]=[CH:5][CH:6]=4)=[CH:8][CH:9]=3)=[O:14])[CH:25]=2)[CH:20]=1)=[O:18]. Reported procedure: 5-Phenyl-furan-2-carboxylic acid (56) (50 mg, 0.26 mmol) was coupled to 6-amino-naphthalene-2-carboxylic acid methyl ester (53 mg, 0.26 mmol) using Method C to give the title compound. The reactants are ClC1=CC(=C(C=C1)N1N=NNC1=S)F (1-(4-chloro-2-fluorophenyl)-1,4-dihydro-5H-tetrazol-5-thione), BrCC (bromoethane), C([O-])([O-])=O.[K+].[K+] (potassium carbonate). Solvent: CC(=O)C (acetone), C(C)OCC (diethyl ether). Yields the product C(C)SC1=NN=NN1C1=C(C=C(C=C1)Cl)F ((1-(4-chloro-2-fluorophenyl)-1H-tetrazol-5-yl) ethyl sulfide). Isolated yield 81.4%. As a reaction SMILES: [Cl:1][C:2]1[CH:7]=[CH:6][C:5]([N:8]2[C:12](=[S:13])[NH:11][N:10]=[N:9]2)=[C:4]([F:14])[CH:3]=1.Br[CH2:16][CH3:17].C(=O)([O-])[O-].[K+].[K+]>CC(C)=O.C(OCC)C>[CH2:16]([S:13][C:12]1[N:8]([C:5]2[CH:6]=[CH:7][C:2]([Cl:1])=[CH:3][C:4]=2[F:14])[N:9]=[N:10][N:11]=1)[CH3:17] |f:2.3.4|. Reported procedure: A solution of 1.75 g (0.0076 mole) of 1-(4-chloro-2-fluorophenyl)-1,4-dihydro-5H-tetrazol-5-thione, 0.57 ml (0.0076 mole) of bromoethane, and 1.6 g (0.012 mole) of potassium carbonate in 8 ml of acetone was stirred at room temperature for seven hours. The solvent was evaporated from the reaction mixture under reduced pressure leaving a residue. This residue was dissolved in diethyl ether and the organic solution was washed with water. The washed organic phase was dried over anhydrous magnesium s... The reactants are O=C([O-])[O-], OC(c1c(F)ccc(OCc2ccccc2)c1F)c1c[nH]c2ncc(-c3cccnc3)cc12, CC[SiH](CC)CC, CC#N, [K+], [K+], O, O=C(O)C(F)(F)F. The product is Fc1ccc(OCc2ccccc2)c(F)c1Cc1c[nH]c2ncc(-c3cccnc3)cc12. RXN SMILES: [C:48](=[O:49])([O-:50])[O-:51].[CH2:1]([c:2]1[cH:3][cH:4][cH:5][cH:6][cH:7]1)[O:8][c:9]1[c:10]([F:33])[c:11]([CH:16]([OH:17])[c:18]2[cH:19][nH:20][c:21]3[n:22][cH:23][c:24](-[c:27]4[cH:28][n:29][cH:30][cH:31][cH:32]4)[cH:25][c:26]23)[c:12]([F:15])[cH:13][cH:14]1.[CH2:41]([SiH:42]([CH2:43][CH3:44])[CH2:45][CH3:46])[CH3:47].[CH3:54][C:55]#[N:56].[K+:52].[K+:53].[OH2:57].[OH:34][C:35]([C:36]([F:37])([F:38])[F:39])=[O:40]>>[CH2:1]([c:2]1[cH:3][cH:4][cH:5][cH:6][cH:7]1)[O:8][c:9]1[c:10]([F:33])[c:11]([CH2:16][c:18]2[cH:19][nH:20][c:21]3[n:22][cH:23][c:24](-[c:27]4[cH:28][n:29][cH:30][cH:31][cH:32]4)[cH:25][c:26]23)[c:12]([F:15])[cH:13][cH:14]1. Starting materials: CCN(C(C)C)C(C)C, Cc1nc(OCCCOS(C)(=O)=O)c([N+](=O)[O-])c(N2CCc3ccccc3CC2)n1, CN(C)C=O, c1nc[nH]n1. Yields the product Cc1nc(OCCCn2cncn2)c([N+](=O)[O-])c(N2CCc3ccccc3CC2)n1. Reaction SMILES: [CH2:36]([N:37]([CH:38]([CH3:39])[CH3:40])[CH:41]([CH3:42])[CH3:43])[CH3:44].[CH3:1][c:2]1[n:3][c:4]([N:20]2[CH2:21][CH2:22][c:23]3[c:24]([cH:27][cH:28][cH:29][cH:30]3)[CH2:25][CH2:26]2)[c:5]([N+:17](=[O:18])[O-:19])[c:6]([O:8][CH2:9][CH2:10][CH2:11][O:12][S:13]([CH3:14])(=[O:15])=[O:16])[n:7]1.[CH3:45][N:46]([CH3:47])[CH:48]=[O:49].[nH:31]1[n:32][cH:33][n:34][cH:35]1>>[CH3:1][c:2]1[n:3][c:4]([N:20]2[CH2:21][CH2:22][c:23]3[c:24]([cH:27][cH:28][cH:29][cH:30]3)[CH2:25][CH2:26]2)[c:5]([N+:17](=[O:18])[O-:19])[c:6]([O:8][CH2:9][CH2:10][CH2:11][n:31]2[n:32][cH:33][n:34][cH:35]2)[n:7]1. The reactants are FC1=C(C#N)C=C(C=C1)I (2-fluoro-5-iodobenzonitrile), CC(CO)C (2-methyl-1-propanol), [H-].[Na+] (sodium hydride), suspension, O (water). Run in CN(C=O)C (N,N-dimethylformamide). Conditions: temperature 0 celsius, time 5 minute. The product is IC=1C=CC(=C(C#N)C1)OCC(C)C (5-iodo-2-isobutoxybenzonitrile). The yield is 78.1%. Reaction SMILES: [CH3:1][CH:2]([CH3:5])[CH2:3][OH:4].[H-].[Na+].F[C:9]1[CH:16]=[CH:15][C:14]([I:17])=[CH:13][C:10]=1[C:11]#[N:12].O>CN(C)C=O>[I:17][C:14]1[CH:15]=[CH:16][C:9]([O:4][CH2:3][CH:2]([CH3:5])[CH3:1])=[C:10]([CH:13]=1)[C:11]#[N:12] |f:1.2|. Procedure details: A solution of 2-methyl-1-propanol (0.56 mL, 6.06 mmol) in N,N-dimethylformamide (10 mL) was cooled to 0° C. and to this was added sodium hydride (242 mg, a 60% suspension in mineral oil, 6.06 mmol) in small portions. The turbid reaction mixture was stirred at 0° C. for 5 minutes and the temperature was raised to 23° C. Thereafter, the mixture was stirred at room temperature for 10 minutes and cooled again to 0° C. To the reaction mixture was added 2-fluoro-5-iodobenzonitrile (1.0 g, 4.04 mmol) a...